From a dataset of the Open Reaction Database (ORD), a public repository of structured organic reaction records. describe an organic reaction: reactants, conditions, products, and yield Starting materials: C(C)(C)N(CC)CC (iPrNEt2), C1COC(=O)N1P(=O)(N2CCOC2=O)Cl (BOP-Cl), C(C)(C)(C)OC(=O)N1CCC(CC1)=C(C=1OC(=NN1)C)C1=CC=CC=C1 (4-[1-phenyl-1-(5-methyl-1,3,4-oxadiazol-2-yl)methylene]-piperidine-1-carboxylic acid tert-butyl ester), C(=O)(C(F)(F)F)O (TFA), Cl.COC1=C2C(=CNC2=C(N=C1)C=1NC(=NN1)C)C(C(=O)O)=O (4-methoxy-7-(5-methyl-1,3,4-triazol-2-yl)-6-azaindol-3-yl-oxoacetic acid hydrochloride salt). Solvent: C(Cl)Cl (CH2Cl2). Run at time 30 minute. Yields the product C1(=CC=CC=C1)C(C=1OC(=NN1)C)=C1CCN(CC1)C(C(=O)C1=CNC2=C(N=CC(=C12)OC)C=1NC(=NN1)C)=O (1-[4-(1-Phenyl-1-(5-methyl-1,3,4-oxadiazol-2-yl)-methylene)-piperidin-1-yl]-2-(4-methoxy-7-(5-methyl-1,3,4-triazol-2-yl)-6-azaindol-3-yl)-ethane-1,2-dione). The yield is 17.6%. RXN SMILES: C(O[C:6]([N:8]1[CH2:13][CH2:12][C:11](=[C:14]([C:21]2[CH:26]=[CH:25][CH:24]=[CH:23][CH:22]=2)[C:15]2[O:16][C:17]([CH3:20])=[N:18][N:19]=2)[CH2:10][CH2:9]1)=[O:7])(C)(C)C.C(O)(C(F)(F)F)=O.Cl.[CH3:35][O:36][C:37]1[CH:45]=[N:44][C:43]([C:46]2[NH:47][C:48]([CH3:51])=[N:49][N:50]=2)=[C:42]2[C:38]=1[C:39]([C:52](=[O:56])C(O)=O)=[CH:40][NH:41]2.C(N(CC)CC)(C)C.C1N(P(Cl)(N2C(=O)OCC2)=O)C(=O)OC1>C(Cl)Cl>[C:21]1([C:14](=[C:11]2[CH2:12][CH2:13][N:8]([C:6](=[O:7])[C:52]([C:39]3[C:38]4[C:42](=[C:43]([C:46]5[NH:47][C:48]([CH3:51])=[N:49][N:50]=5)[N:44]=[CH:45][C:37]=4[O:36][CH3:35])[NH:41][CH:40]=3)=[O:56])[CH2:9][CH2:10]2)[C:15]2[O:16][C:17]([CH3:20])=[N:18][N:19]=2)[CH:26]=[CH:25][CH:24]=[CH:23][CH:22]=1 |f:2.3|. Procedure details: To a solution of 4-[1-phenyl-1-(5-methyl-1,3,4-oxadiazol-2-yl)methylene]-piperidine-1-carboxylic acid tert-butyl ester (0.0348 g, 0.098 mmol) in CH2Cl2 (1 mL) was added TFA (0.5 mL) and the reaction mixture was stirred for 30 min. The solvent was then removed in vacuo and the residual material was dissolved in CHCl3 (1 mL). To this solution was then added 4-methoxy-7-(5-methyl-1,3,4-triazol-2-yl)-6-azaindol-3-yl-oxoacetic acid hydrochloride salt (0.0621 g, 0.206 mmol) and iPrNEt2 (0.18 mL, 1.03 ... Starting materials: [Cl-].[Cl-].[Cl-].[Ce+3] (cerium trichloride), CC(C(C)=O)=CCC1C(C2(CC2C1)C)(C)C (3-methyl-5-(1,2,2-trimethylbicyclo[3.1.0]hex-3-yl)pent-3-en-2-one), [BH4-].[Na+] (sodium borohydride), O (water). The solvent is CO (methanol). Yields the product CC(C(C)O)=CCC1C(C2(CC2C1)C)(C)C (3-methyl-5-(1,2,2-trimethylbicyclo [3.1.0]hex-3-yl)pent-3-en-2-ol). The yield is 58.5%. As a reaction SMILES: [BH4-].[Na+].[Cl-].[Cl-].[Cl-].[Ce+3].[CH3:7][C:8](=[CH:12][CH2:13][CH:14]1[CH2:19][CH:18]2[C:16]([CH3:20])([CH2:17]2)[C:15]1([CH3:22])[CH3:21])[C:9](=[O:11])[CH3:10].O>CO>[CH3:7][C:8](=[CH:12][CH2:13][CH:14]1[CH2:19][CH:18]2[C:16]([CH3:20])([CH2:17]2)[C:15]1([CH3:21])[CH3:22])[CH:9]([OH:11])[CH3:10] |f:0.1,2.3.4.5|. Procedure details: 0.37 g (10 mmol) of sodium borohydride was added portionwise with cooling to the solution of 3.7 g (10 mmol) of cerium trichloride and 2.0 g (10 mmol) of 3-methyl-5-(1,2,2-trimethylbicyclo[3.1.0]hex-3-yl)pent-3-en-2-one in 25 ml of methanol. After 5 more minutes water was added and the mixture extracted with diethyl ether, dried (MgSO4) and evaporated in vacuo. Purification by flash. chromatography on silica gel (eluent: hexane/MTBE 9:1) gave 1.3 g (58% yield) of 3-methyl-5-(1,2,2-trimethylbicyc... Starting materials: Cc1ccccc1-c1ccc(C(=O)OC(C)(C)C)c(NC(=O)c2ccccc2)c1, O=C(O)C(F)(F)F. Product: Cc1ccccc1-c1ccc(C(=O)O)c(NC(=O)c2ccccc2)c1. As a reaction SMILES: [C:1]([c:2]1[cH:3][cH:4][cH:5][cH:6][cH:7]1)(=[O:8])[NH:9][c:10]1[c:11]([C:12](=[O:13])[O:14][C:15]([CH3:16])([CH3:17])[CH3:18])[cH:19][cH:20][c:21](-[c:23]2[c:24]([CH3:29])[cH:25][cH:26][cH:27][cH:28]2)[cH:22]1.[OH:30][C:31]([C:32]([F:33])([F:34])[F:35])=[O:36]>>[C:1]([c:2]1[cH:3][cH:4][cH:5][cH:6][cH:7]1)(=[O:8])[NH:9][c:10]1[c:11]([C:12](=[O:13])[OH:14])[cH:19][cH:20][c:21](-[c:23]2[c:24]([CH3:29])[cH:25][cH:26][cH:27][cH:28]2)[cH:22]1. Starting materials: BrC/C=C/C(=O)O ((2E)-4-bromobut-2-enoic acid), Cl.ClC=1C=C(C=C(C1)NC=1C2=C(N=CN1)SC1=C2CCNC1)O (3-Chloro-5-(5,6,7,8-tetrahydropyrido[4′,3′:4,5]thieno[2,3-d]pyrimidin-4-ylamino)phenol hydrochloride), Cl.O1CCNCCC1 (1,4-oxazepane hydrochloride). Product: ClC=1C=C(C=C(C1)NC=1C2=C(N=CN1)SC1=C2CCN(C1)C(\C=C\CN1CCOCCC1)=O)O (3-Chloro-5-({7-[(2E)-4-(1,4-oxazepan-4-yl)but-2-enoyl]-5,6,7,8-tetrahydropyrido[4′,3′:4,5]thieno[2,3-d]pyrimidin-4-yl}amino)phenol). Reaction SMILES: Br[CH2:2]/[CH:3]=[CH:4]/[C:5]([OH:7])=O.Cl.[Cl:9][C:10]1[CH:11]=[C:12]([OH:30])[CH:13]=[C:14]([NH:16][C:17]2[C:18]3[C:25]4[CH2:26][CH2:27][NH:28][CH2:29][C:24]=4[S:23][C:19]=3[N:20]=[CH:21][N:22]=2)[CH:15]=1.Cl.[O:32]1[CH2:38][CH2:37][CH2:36][NH:35][CH2:34][CH2:33]1>>[Cl:9][C:10]1[CH:11]=[C:12]([OH:30])[CH:13]=[C:14]([NH:16][C:17]2[C:18]3[C:25]4[CH2:26][CH2:27][N:28]([C:5](=[O:7])/[CH:4]=[CH:3]/[CH2:2][N:35]5[CH2:36][CH2:37][CH2:38][O:32][CH2:33][CH2:34]5)[CH2:29][C:24]=4[S:23][C:19]=3[N:20]=[CH:21][N:22]=2)[CH:15]=1 |f:1.2,3.4|. Procedure: In analogy to Example 130, the title compound was prepared from (2E)-4-bromobut-2-enoic acid (84 mg, 0.41 mmol), 3-chloro-5-(5,6,7,8-tetrahydropyrido[4′,3′:4,5]thieno[2,3-d]pyrimidin-4-ylamino)phenol hydrochloride from Example 65A (100 mg, 0.27 mmol) and 1,4-oxazepane hydrochloride (60 mg, 0.43 mmol) to yield 30 mg (22%).